This data is from the Open Reaction Database (ORD), a public repository of structured organic reaction records. The task is: describe an organic reaction: reactants, conditions, products, and yield Starting materials: C[Si](C)(Cl)CBr, CC(C)(C)N, CCOCC. Yields the product CC(C)(C)N[Si](C)(C)CBr. As a reaction SMILES: [Br:1][CH2:2][Si:3]([CH3:4])([CH3:5])[Cl:6].[C:7]([CH3:8])([CH3:9])([CH3:10])[NH2:11].[CH2:12]([O:13][CH2:14][CH3:15])[CH3:16]>>[Br:1][CH2:2][Si:3]([CH3:4])([CH3:5])[NH:11][C:7]([CH3:8])([CH3:9])[CH3:10]. Reactants: ClC1=NC=C(C(=O)NCC2=CN(C3=CC(=CC=C3C2=O)Cl)C2=CC=CC=C2)C=C1 (6-chloro-N-((7-chloro-4-oxo-1-phenyl-1,4-dihydroquinolin-3-yl)methyl)nicotinamide), CN(C1CCNCC1)C (dimethyl-piperidin-4-yl-amine). The product is ClC1=CC=C2C(C(=CN(C2=C1)C1=CC=CC=C1)CNC(=O)C=1C=CC(=NC1)N1CCC(CC1)N(C)C)=O (4-Dimethylamino-3,4,5,6-tetrahydro-2H-[1,2]bipyridinyl-5′-carboxylic acid (7-chloro-4-oxo-1-phenyl-1,4-dihydro-quinolin-3-ylmethyl)-amide). As a reaction SMILES: Cl[C:2]1[CH:29]=[CH:28][C:5]([C:6]([NH:8][CH2:9][C:10]2[C:19](=[O:20])[C:18]3[C:13](=[CH:14][C:15]([Cl:21])=[CH:16][CH:17]=3)[N:12]([C:22]3[CH:27]=[CH:26][CH:25]=[CH:24][CH:23]=3)[CH:11]=2)=[O:7])=[CH:4][N:3]=1.[CH3:30][N:31]([CH3:38])[CH:32]1[CH2:37][CH2:36][NH:35][CH2:34][CH2:33]1>>[Cl:21][C:15]1[CH:14]=[C:13]2[C:18]([C:19](=[O:20])[C:10]([CH2:9][NH:8][C:6]([C:5]3[CH:28]=[CH:29][C:2]([N:35]4[CH2:36][CH2:37][CH:32]([N:31]([CH3:38])[CH3:30])[CH2:33][CH2:34]4)=[N:3][CH:4]=3)=[O:7])=[CH:11][N:12]2[C:22]2[CH:27]=[CH:26][CH:25]=[CH:24][CH:23]=2)=[CH:17][CH:16]=1. Procedure: 4-Dimethylamino-3,4,5,6-tetrahydro-2H-[1,2]bipyridinyl-5′-carboxylic acid (7-chloro-4-oxo-1-phenyl-1,4-dihydro-quinolin-3-ylmethyl)-amide was prepared starting from intermediate E and dimethyl-piperidin-4-yl-amine. MS calcd. for C29H30ClN5O2 [(M+H)+] 516.2, obsd 516.0. Starting materials: O (water), CC(=O)C1=C(C=C(C=C1)F)F (2,4-difluoroacetophenone), N1N=CN=C1 (1,2,4-triazole), C([O-])([O-])=O.[K+].[K+] (potassium carbonate). Run in C(C)(=O)OCC (ethyl acetate), C1(=CC=CC=C1)C (toluene). Yields the product FC1=C(C=CC(=C1)N1N=CN=C1)C(C)=O (1-(2-fluoro-4-[1,2,4]triazol-1-ylphenyl)ethanone). RXN SMILES: [CH3:1][C:2]([C:4]1[CH:9]=[CH:8][C:7](F)=[CH:6][C:5]=1[F:11])=[O:3].[NH:12]1[CH:16]=[N:15][CH:14]=[N:13]1.C(=O)([O-])[O-].[K+].[K+].O>C1(C)C=CC=CC=1.C(OCC)(=O)C>[F:11][C:5]1[CH:6]=[C:7]([N:12]2[CH:16]=[N:15][CH:14]=[N:13]2)[CH:8]=[CH:9][C:4]=1[C:2](=[O:3])[CH3:1] |f:2.3.4|. Reported procedure: A solution of 2,4-difluoroacetophenone (2.43 mL), 1,2,4-triazole (1.59 g) and potassium carbonate (5.32 g) in toluene (10 mL) was stirred at 100° C. overnight. The reaction solution was returned to room temperature, and then water and ethyl acetate were added to the reaction solution and the organic layer was partitioned. The organic layer was washed with brine, and then dried over anhydrous magnesium sulfate and concentrated under reduced pressure. The resulting residue was purified by silica g... Starting materials: compound 36, NC1=C(OCCCC(=O)OCC)C=CC=C1 (ethyl 4-(2-aminophenoxy)butyrate), C(CCC)C1=CC=C(CN2C=CC3=CC(=CC=C23)/C(=C/C(=O)O)/C)C=C1 (3-[1-(4-butylbenzyl)indol-5-yl]isocrotonic acid). Yields the product C(CCC)C1=CC=C(CN2C=CC3=CC(=CC=C23)/C(=C/C(=O)NC2=C(OCCCC(=O)O)C=CC=C2)/C)C=C1 (4-{2-[3 -[1-(4-butylbenzyl)indol-5-yl]isocrotonoylamino]phenoxy}butyric acid). Reaction SMILES: [NH2:1][C:2]1[CH:16]=[CH:15][CH:14]=[CH:13][C:3]=1[O:4][CH2:5][CH2:6][CH2:7][C:8]([O:10]CC)=[O:9].[CH2:17]([C:21]1[CH:42]=[CH:41][C:24]([CH2:25][N:26]2[C:34]3[C:29](=[CH:30][C:31](/[C:35](/[CH3:40])=[CH:36]/[C:37](O)=[O:38])=[CH:32][CH:33]=3)[CH:28]=[CH:27]2)=[CH:23][CH:22]=1)[CH2:18][CH2:19][CH3:20]>>[CH2:17]([C:21]1[CH:42]=[CH:41][C:24]([CH2:25][N:26]2[C:34]3[C:29](=[CH:30][C:31](/[C:35](/[CH3:40])=[CH:36]/[C:37]([NH:1][C:2]4[CH:16]=[CH:15][CH:14]=[CH:13][C:3]=4[O:4][CH2:5][CH2:6][CH2:7][C:8]([OH:10])=[O:9])=[O:38])=[CH:32][CH:33]=3)[CH:28]=[CH:27]2)=[CH:23][CH:22]=1)[CH2:18][CH2:19][CH3:20]. Procedure details: 224 mg of compound 36 was obtained in a similar manner to those described in the Examples 1 and 2 using 513 mg of ethyl 4-(2-aminophenoxy)butyrate and 400 mg of 3-[1-(4-butylbenzyl)indol-5-yl]isocrotonic acid obtained according to the procedures described in the Reference Examples 1-4.